Dataset: the Open Reaction Database (ORD), a public repository of structured organic reaction records. Task: describe an organic reaction: reactants, conditions, products, and yield The reactants are COC(C1=CC(=CC(=C1)Cl)N=CC1=CC(=CC=C1)Br)=O (3-[(3-bromo-benzylidene)-amino]-5-chloro-benzoic acid methyl ester), O.[O-]S(=O)(=O)C(F)(F)F.[Yb+3].[O-]S(=O)(=O)C(F)(F)F.[O-]S(=O)(=O)C(F)(F)F (ytterbium(III) triflate hydrate), C(C(C)C)=O (isobutyraldehyde), O (water). The solvent is O1CCCC1 (tetrahydrofuran). Run at temperature 25 celsius, time 16 hour. Product: COC(=O)C=1C=2C(C(C(NC2C=C(C1)Cl)C1=CC(=CC=C1)Br)(C)C)O (2-(3-bromo-phenyl)-7-chloro-4-hydroxy-3,3-dimethyl-1,2,3,4-tetrahydro-quinoline-5-carboxylic acid methyl ester). Yield: 99.8%. Reaction SMILES: [CH3:1][O:2][C:3](=[O:20])[C:4]1[CH:9]=[C:8]([Cl:10])[CH:7]=[C:6]([N:11]=[CH:12][C:13]2[CH:18]=[CH:17][CH:16]=[C:15]([Br:19])[CH:14]=2)[CH:5]=1.O.[O-]S(C(F)(F)F)(=O)=O.[Yb+3].[O-]S(C(F)(F)F)(=O)=O.[O-]S(C(F)(F)F)(=O)=O.[CH:47](=[O:51])[CH:48]([CH3:50])[CH3:49].O>O1CCCC1>[CH3:1][O:2][C:3]([C:4]1[C:5]2[CH:47]([OH:51])[C:48]([CH3:50])([CH3:49])[CH:12]([C:13]3[CH:18]=[CH:17][CH:16]=[C:15]([Br:19])[CH:14]=3)[NH:11][C:6]=2[CH:7]=[C:8]([Cl:10])[CH:9]=1)=[O:20] |f:1.2.3.4.5|. Procedure: To a stirred mixture solution of 3-[(3-bromo-benzylidene)-amino]-5-chloro-benzoic acid methyl ester (39.8 g, 113.2 mmol) and ytterbium(III) triflate hydrate (10.5 g, 16.9 mmol) in dry tetrahydrofuran (100 mL) at 25° C. was added isobutyraldehyde (10.4 mL, 113.2 mmol) and water (2.1 mL, 113.2 mmol) dropwise. The reaction mixture was stirred at 25° C. for 16 h. Then the reaction mixture was concentrated in vacuo and the residue was extracted with ethyl acetate (2×200 mL), washed with brine, dried ... Reactants: C(C)(=O)N1N=CC=2C(=CC(=CC12)Cl)C(=O)OC (methyl 1-acetyl-6-chloro-1H-indazole-4-carboxylate), C([O-])([O-])=O.[Cs+].[Cs+] (cesium carbonate), BrC1CCCC1 (bromocyclopentane). Solvent: C(C)#N (acetonitrile), C(C)#N (acetonitrile). Conditions: temperature 90 celsius, time 3.5 hour. The product is ClC=1C=C(C=2C=NN(C2C1)C1CCCC1)C(=O)OC (methyl 6-chloro-1-cyclopentyl-1H-indazole-4-carboxylate). The yield is 30.0%. RXN SMILES: [C:1]([N:4]1[C:12]2[CH:11]=[C:10]([Cl:13])[CH:9]=[C:8]([C:14]([O:16][CH3:17])=[O:15])[C:7]=2[CH:6]=[N:5]1)(=O)[CH3:2].C(=O)([O-])[O-].[Cs+].[Cs+].Br[CH:25]1[CH2:29]CC[CH2:26]1>C(#N)C>[Cl:13][C:10]1[CH:9]=[C:8]([C:14]([O:16][CH3:17])=[O:15])[C:7]2[CH:6]=[N:5][N:4]([CH:1]3[CH2:29][CH2:25][CH2:26][CH2:2]3)[C:12]=2[CH:11]=1 |f:1.2.3|. Procedure: To a stirred solution of methyl 1-acetyl-6-chloro-1H-indazole-4-carboxylate (1 equiv.) in acetonitrile (3 mL per 1 mmol), cesium carbonate (1.5 equiv.) was added followed by bromocyclopentane (2 equiv.). The reaction mixture was stirred at 90° C. for 3-4 h. On completion of reaction, acetonitrile was removed under reduced pressure and water was added. Extraction was carried out using ethyl acetate and the combined organic layers were washed with water, brine and dried over anhydrous Na2SO4. The ... Starting materials: CCOC(=O)C(C)(C)Oc1ccc(CCCCl)cc1, CCO, CCCN. The product is CCCNCCCc1ccc(OC(C)(C)C(=O)OCC)cc1. Reaction SMILES: [CH2:1]([CH3:2])[O:3][C:4]([C:5]([CH3:6])([CH3:7])[O:8][c:9]1[cH:10][cH:11][c:12]([CH2:15][CH2:16][CH2:17][Cl:18])[cH:13][cH:14]1)=[O:19].[CH3:20][CH2:21][OH:22].[CH3:23][CH2:24][CH2:25][NH2:26]>>[CH2:1]([CH3:2])[O:3][C:4]([C:5]([CH3:6])([CH3:7])[O:8][c:9]1[cH:10][cH:11][c:12]([CH2:15][CH2:16][CH2:17][NH:26][CH2:25][CH2:24][CH3:23])[cH:13][cH:14]1)=[O:19]. Procedure details: (5Z)-5-({1-[4-Chloro-2-(trifluoromethyl)benzyl]-3-methyl-1H-indazol-5-yl}methylidene)-3-(2-pyrrolidin-1-ylethyl)-1,3-thiazolidine-2,4-dione was prepared from [(5Z)-5-({1-[4-Chloro-2-(trifluoromethyl)benzyl]-3-methyl-1H-indazol-5-yl}methylidene)-2,4-dioxo-1,3-thiazolidine (from Example 36) and 1-(2-chloroethyl)pyrrolidine hydrochloride following General Procedure H. The reactants are ClC1=CC(=C(CN2N=C(C3=CC(=CC=C23)\C=C/2\C(NC(S2)=O)=O)C)C=C1)C(F)(F)F ((5Z)-5-({1-[4-Chloro-2-(trifluoromethyl)benzyl]-3-methyl-1H-indazol-5-yl}methylidene)-2,4-dioxo-1,3-thiazolidine), Cl.ClCCN1CCCC1 (1-(2-chloroethyl)pyrrolidine hydrochloride). Reaction SMILES: [Cl:1][C:2]1[CH:26]=[CH:25][C:5]([CH2:6][N:7]2[C:15]3[C:10](=[CH:11][C:12](/[CH:16]=[C:17]4/[C:18](=[O:23])[NH:19][C:20](=[O:22])[S:21]/4)=[CH:13][CH:14]=3)[C:9]([CH3:24])=[N:8]2)=[C:4]([C:27]([F:30])([F:29])[F:28])[CH:3]=1.Cl.Cl[CH2:33][CH2:34][N:35]1[CH2:39][CH2:38][CH2:37][CH2:36]1>>[Cl:1][C:2]1[CH:26]=[CH:25][C:5]([CH2:6][N:7]2[C:15]3[C:10](=[CH:11][C:12](/[CH:16]=[C:17]4/[C:18](=[O:23])[N:19]([CH2:33][CH2:34][N:35]5[CH2:39][CH2:38][CH2:37][CH2:36]5)[C:20](=[O:22])[S:21]/4)=[CH:13][CH:14]=3)[C:9]([CH3:24])=[N:8]2)=[C:4]([C:27]([F:28])([F:30])[F:29])[CH:3]=1 |f:1.2|. Product: ClC1=CC(=C(CN2N=C(C3=CC(=CC=C23)\C=C/2\C(N(C(S2)=O)CCN2CCCC2)=O)C)C=C1)C(F)(F)F ((5Z)-5-({1-[4-Chloro-2-(trifluoromethyl)benzyl]-3-methyl-1H-indazol-5-yl}methylidene)-3-(2-pyrrolidin-1-ylethyl)-1,3-thiazolidine-2,4-dione).